Dataset: the Open Reaction Database (ORD), a public repository of structured organic reaction records. Task: describe an organic reaction: reactants, conditions, products, and yield Reactants: CCCCC1CCC(Oc2ccc3cc(C4(C)COC(=O)N4)ccc3c2)CC1, ClCCl, [Cl-], [Cl-], [Cl-], [Cl-], O=C1CCC(=O)N1I, [Zr+4]. Product: CCCCC1CCC(Oc2ccc3cc(C4(C)COC(=O)N4)ccc3c2I)CC1. Reaction SMILES: [CH2:1]([CH2:2][CH2:3][CH3:4])[CH:5]1[CH2:6][CH2:7][CH:8]([O:11][c:12]2[cH:13][c:14]3[cH:15][cH:16][c:17]([C:22]4([CH3:28])[NH:23][C:24](=[O:27])[O:25][CH2:26]4)[cH:18][c:19]3[cH:20][cH:21]2)[CH2:9][CH2:10]1.[CH2:37]([Cl:38])[Cl:39].[Cl-:40].[Cl-:41].[Cl-:42].[Cl-:43].[I:29][N:30]1[C:31](=[O:32])[CH2:33][CH2:34][C:35]1=[O:36].[Zr+4:44]>>[CH2:1]([CH2:2][CH2:3][CH3:4])[CH:5]1[CH2:6][CH2:7][CH:8]([O:11][c:12]2[c:13]([I:29])[c:14]3[cH:15][cH:16][c:17]([C:22]4([CH3:28])[NH:23][C:24](=[O:27])[O:25][CH2:26]4)[cH:18][c:19]3[cH:20][cH:21]2)[CH2:9][CH2:10]1. Reactants: CC(C)=O, O=C1NCc2c(-c3ccccc3Cl)cc(C3CCC4(CC3)OCCO4)cc2N1c1c(Cl)cccc1Cl. The product is O=C1CCC(c2cc(-c3ccccc3Cl)c3c(c2)N(c2c(Cl)cccc2Cl)C(=O)NC3)CC1. As a reaction SMILES: [CH3:37][C:38](=[O:39])[CH3:40].[Cl:1][c:2]1[c:3]([N:9]2[C:10](=[O:36])[NH:11][CH2:12][c:13]3[c:14](-[c:29]4[c:30]([Cl:35])[cH:31][cH:32][cH:33][cH:34]4)[cH:15][c:16]([CH:19]4[CH2:20][CH2:21][C:22]5([O:23][CH2:26][CH2:25][O:24]5)[CH2:27][CH2:28]4)[cH:17][c:18]32)[c:4]([Cl:8])[cH:5][cH:6][cH:7]1>>[Cl:1][c:2]1[c:3]([N:9]2[C:10](=[O:36])[NH:11][CH2:12][c:13]3[c:14](-[c:29]4[c:30]([Cl:35])[cH:31][cH:32][cH:33][cH:34]4)[cH:15][c:16]([CH:19]4[CH2:20][CH2:21][C:22](=[O:23])[CH2:27][CH2:28]4)[cH:17][c:18]32)[c:4]([Cl:8])[cH:5][cH:6][cH:7]1. Starting materials: CS(=O)(=O)c1ccc(C(CC2CCCC2)c2cc3cc(CC(O)CO)cnc3[nH]2)cc1, [O-][I+3]([O-])([O-])[O-], [Na+], C1CCOC1. Yields the product CS(=O)(=O)c1ccc(C(CC2CCCC2)c2cc3cc(CC=O)cnc3[nH]2)cc1. RXN SMILES: [CH:1]1([CH2:6][CH:7]([c:8]2[cH:9][cH:10][c:11]([S:14](=[O:15])(=[O:16])[CH3:17])[cH:12][cH:13]2)[c:18]2[cH:19][c:20]3[c:21]([n:22][cH:23][c:24]([CH2:26][CH:27]([CH2:28][OH:29])[OH:30])[cH:25]3)[nH:31]2)[CH2:2][CH2:3][CH2:4][CH2:5]1.[I+3:32]([O-:33])([O-:34])([O-:35])[O-:36].[Na+:37].[O:38]1[CH2:39][CH2:40][CH2:41][CH2:42]1>>[CH:1]1([CH2:6][CH:7]([c:8]2[cH:9][cH:10][c:11]([S:14](=[O:15])(=[O:16])[CH3:17])[cH:12][cH:13]2)[c:18]2[cH:19][c:20]3[c:21]([n:22][cH:23][c:24]([CH2:26][CH:27]=[O:30])[cH:25]3)[nH:31]2)[CH2:2][CH2:3][CH2:4][CH2:5]1. Starting materials: CNC(=O)c1ncnn1Cc1c(-c2ccc(C)cc2)nc2ccc(C)cn12, COC(=O)c1nccn1Cc1c(-c2ccc(Cl)cc2)nc2cccnn12. Product: CNC(=O)c1nccn1Cc1c(-c2ccc(Cl)cc2)nc2cccnn12. RXN SMILES: [CH3:1][NH:2][C:3]([c:4]1[n:5]([CH2:6][c:7]2[n:8]3[cH:9][c:10]([CH3:11])[cH:12][cH:13][c:14]3[n:15][c:16]2-[c:17]2[cH:18][cH:19][c:20]([CH3:21])[cH:22][cH:23]2)[n:24][cH:25][n:26]1)=[O:27].[Cl:28][c:29]1[cH:30][cH:31][c:32](-[c:35]2[n:36][c:37]3[n:38]([n:39][cH:40][cH:41][cH:42]3)[c:43]2[CH2:44][n:45]2[c:46]([C:50]([O:52][CH3:51])=[O:53])[n:47][cH:48][cH:49]2)[cH:33][cH:34]1>>[CH3:1][NH:2][C:50]([c:46]1[n:45]([CH2:44][c:43]2[c:35](-[c:32]3[cH:31][cH:30][c:29]([Cl:28])[cH:34][cH:33]3)[n:36][c:37]3[n:38]2[n:39][cH:40][cH:41][cH:42]3)[cH:49][cH:48][n:47]1)=[O:52]. Reactants: ClC=1C=C(C#N)C=CC1 (3-chlorobenzonitrile), [NH4+].[Cl-] (NH4Cl), C(C)(C)[N-]C(C)C.[Li+] (lithium diisopropylamide), BrC=1C=CC(=C(C(=O)NC)C1)C (5-bromo-N,2-dimethylbenzamide), BrC=1C=CC(=C(C(=O)NC)C1)C (5-bromo-N,2-dimethylbenzamide). Solvent: C1CCOC1 (THF), O1CCCC1 (tetrahydrofuran), C1CCOC1 (THF). Conditions: temperature -78 celsius, time 2.5 hour. Yields the product BrC1=CC=C2C=C(NC(C2=C1)=O)C1=CC(=CC=C1)Cl (7-bromo-3-(3-chlorophenyl)isoquinolin-1(2H)-one). Yield: 20.5%. RXN SMILES: C([N-]C(C)C)(C)C.[Li+].[Br:9][C:10]1[CH:11]=[CH:12][C:13]([CH3:20])=[C:14]([CH:19]=1)[C:15]([NH:17][CH3:18])=[O:16].[Cl:21][C:22]1[CH:23]=[C:24]([CH:27]=[CH:28][CH:29]=1)C#N.[NH4+].[Cl-]>O1CCCC1>[Br:9][C:10]1[CH:19]=[C:14]2[C:13]([CH:20]=[C:18]([C:28]3[CH:27]=[CH:24][CH:23]=[C:22]([Cl:21])[CH:29]=3)[NH:17][C:15]2=[O:16])=[CH:12][CH:11]=1 |f:0.1,4.5|. Reported procedure: To a solution of 2M lithium diisopropylamide (19.73 mL, 39.5 mmol) in tetrahydrofuran (30 mL) at −78° C. was added dropwise a solution of 5-bromo-N,2-dimethylbenzamide (Intermediate 22A) (3.0 g, 13.15 mmol) in THF (14 mL) followed by a solution of 3-chlorobenzonitrile (1.809 g, 13.15 mmol) in THF (14 mL) and the mixture was stirred at −78° C. for 2.5 hours. Reaction allowed to warm to room temperature and saturated NH4Cl (aq) was added. The THF was removed under reduced pressure and the resultin... Starting materials: O=C([O-])[O-], CC#N, Cc1cc(Cl)c(NC(=O)CBr)c(Cl)n1, [K+], [K+], OCCN1CCNCC1. The product is Cc1cc(Cl)c(NC(=O)CN2CCN(CCO)CC2)c(Cl)n1. Reaction SMILES: [C:15](=[O:16])([O-:17])[O-:18].[CH3:30][C:31]#[N:32].[Cl:1][c:2]1[n:3][c:4]([CH3:14])[cH:5][c:6]([Cl:13])[c:7]1[NH:8][C:9]([CH2:10][Br:11])=[O:12].[K+:19].[K+:20].[OH:21][CH2:22][CH2:23][N:24]1[CH2:25][CH2:26][NH:27][CH2:28][CH2:29]1>>[Cl:1][c:2]1[n:3][c:4]([CH3:14])[cH:5][c:6]([Cl:13])[c:7]1[NH:8][C:9]([CH2:10][N:27]1[CH2:26][CH2:25][N:24]([CH2:23][CH2:22][OH:21])[CH2:29][CH2:28]1)=[O:12].